Task: describe an organic reaction: reactants, conditions, products, and yield. Dataset: the Open Reaction Database (ORD), a public repository of structured organic reaction records The reactants are C(=O)(O)CCCNC(SC)=S (methyl 3-carboxypropyldithiocarbamate), [N-]=[N+]=[N-].[Na+] (sodium azide), [OH-].[Na+] (sodium hydroxide). Product: C(=O)(O)CCCN1N=NN=C1S (1-(3-carboxypropyl)tetrazole-5-thiol). As a reaction SMILES: [C:1]([CH2:4][CH2:5][CH2:6][NH:7][C:8](=[S:11])SC)([OH:3])=[O:2].[N-:12]=[N+:13]=[N-:14].[Na+].[OH-].[Na+]>>[C:1]([CH2:4][CH2:5][CH2:6][N:7]1[C:8]([SH:11])=[N:14][N:13]=[N:12]1)([OH:3])=[O:2] |f:1.2,3.4|. Procedure details: Reaction of methyl 3-carboxypropyldithiocarbamate with sodium azide and sodium hydroxide as described in Example 7 gave 1-(3-carboxypropyl)tetrazole-5-thiol, m.p. 99°-101°. Starting materials: COC(C1=CC(=CC(=C1)O)O)=O (3,5-dihydroxybenzoic acid methyl ester), [H-].[Na+] (NaH), [OH-].[K+] (KOH), CN(C(=S)Cl)C (dimethylthiocarbamoyl chloride). The solvent is CN(C)C=O (DMF). Run at temperature 0 celsius, time 15 minute. Product: COC(C1=CC(=CC(=C1)OC(N(C)C)=S)OC(N(C)C)=S)=O (3,5-bis-dimethylthiocarbamoyloxybenzoic acid methyl ester). Yield: 63.8%. Reaction SMILES: [CH3:1][O:2][C:3](=[O:12])[C:4]1[CH:9]=[C:8]([OH:10])[CH:7]=[C:6]([OH:11])[CH:5]=1.[H-].[Na+].[CH3:15][N:16]([CH3:20])[C:17](Cl)=[S:18].[OH-].[K+]>CN(C=O)C>[CH3:1][O:2][C:3](=[O:12])[C:4]1[CH:5]=[C:6]([O:11][C:17](=[S:18])[N:16]([CH3:20])[CH3:15])[CH:7]=[C:8]([O:10][C:17](=[S:18])[N:16]([CH3:20])[CH3:15])[CH:9]=1 |f:1.2,4.5|. Procedure details: To a stirred solution of 3,5-dihydroxybenzoic acid methyl ester (10.0 g, 59.5 mmol) in DMF (200 mL) at 0° C. was added NaH (60% dispersion in mineral oil, 5.00 g, 125 mmol, 2.1 eq.) in small portions. The reaction mixture was stirred at 0° C. for 15 min then warmed to room temperature. After 1 h, the reaction mixture was cooled to 0° C. and then added dimethylthiocarbamoyl chloride (14.7 g, 119 mmol). Following the addition, the reaction was stirred for 45 min at 0° C., then for 30 min at room t... The reactants are [Al] (aluminium), aqueous solution, mercuric chloride, C(=O)(OC)C1=NC2C(N(C2O1)C(C(=O)OCC1=CC=CC=C1)=C(C)C)=O (benzyl α-(3-carbomethoxy-7-oxo-4-oxa-2,6-diaza-bicyclo[3.2.0]hept-2-en-6-yl)-α-isopropylideneacetate), aluminium amalgam. Run in C(C)(=O)OCC (ethyl acetate), O1CCCC1 (tetrahydrofuran). Reaction conditions: time 50 minute. The product is C(=O)(OC)C1NC2C(N(C2O1)C(C(=O)OCC1=CC=CC=C1)=C(C)C)=O (benzyl α-(3ξ-carbomethoxy-7-oxo-4-oxa-2,6-diaza-bicyclo[3.2.0]heptan-6-yl)-α-isopropylideneacetate). Yield: 66.8%. RXN SMILES: [C:1]([C:5]1[O:11][CH:10]2[CH:7]([C:8](=[O:26])[N:9]2[C:12](=[C:23]([CH3:25])[CH3:24])[C:13]([O:15][CH2:16][C:17]2[CH:22]=[CH:21][CH:20]=[CH:19][CH:18]=2)=[O:14])[N:6]=1)([O:3][CH3:4])=[O:2].[Al]>O1CCCC1.C(OCC)(=O)C>[C:1]([CH:5]1[O:11][CH:10]2[CH:7]([C:8](=[O:26])[N:9]2[C:12](=[C:23]([CH3:24])[CH3:25])[C:13]([O:15][CH2:16][C:17]2[CH:18]=[CH:19][CH:20]=[CH:21][CH:22]=2)=[O:14])[NH:6]1)([O:3][CH3:4])=[O:2]. Procedure details: A solution of 32.78 g of benzyl α-(3-carbomethoxy-7-oxo-4-oxa-2,6-diaza-bicyclo[3.2.0]hept-2-en-6-yl)-α-isopropylideneacetate in 500 ml of tetrahydrofuran containing 5% water is mixed with aluminium amalgam which has been prepared from 22.95 g of aluminium and 0.5% aqueous solution of mercuric chloride, and the mixture stirred at room temperature for 50 minutes. The reaction mixture is diluted with ethyl acetate and filtrated through a layer of Hyflo Super Cel. The filtrate is dried on sodium su... Starting materials: C(=O)(N1C=NC=C1)N1C=NC=C1 (carbonyldiimidazole), NC=1C=C(C(=O)OC)C=CC1N (methyl 3,4-diaminobenzoate), O (water), CO (methanol). Solvent: CN1C(CCC1)=O (N-methylpyrrolidone), CN1C(CCC1)=O (N-methylpyrrolidone). Conditions: temperature 100 celsius. Product: OC1=NC2=C(N1)C=CC(=C2)C(=O)OC (Methyl 2-hydroxy-1H-benzimidazole-5-carboxylate). Reaction SMILES: [C:1](N1C=CN=C1)(N1C=CN=C1)=[O:2].[NH2:13][C:14]1[CH:15]=[C:16]([CH:21]=[CH:22][C:23]=1[NH2:24])[C:17]([O:19][CH3:20])=[O:18].CO.O>CN1CCCC1=O>[OH:2][C:1]1[NH:24][C:23]2[CH:22]=[CH:21][C:16]([C:17]([O:19][CH3:20])=[O:18])=[CH:15][C:14]=2[N:13]=1. Reported procedure: The solution of 5.9 g of carbonyldiimidazole in 10 ml of N-methylpyrrolidone is added dropwise to the solution of 5 g of methyl 3,4-diaminobenzoate in 10 ml of N-methylpyrrolidone, and the mixture is heated to 100° C. for 2 hours. After cooling to 60° C., 5 ml of methanol were added dropwise and then the mixture was stirred at room temperature with 150 ml of water, and the precipitate was filtered off with suction, washed with isopropanol and dried under reduced pressure. Starting materials: N (ammonia), C1(=CC=CC=C1)NC(=S)NC1=CC=CC=C1 (diphenylthiourea), N (ammonia), O (water), O=O (oxygen). The reagents and catalysts are CC(=O)[O-].CC(=O)[O-].[Cu+2] (Cu(OAc)2). Solvent: CO (methanol). Yields the product C1(=CC=CC=C1)NC(=N)NC1=CC=CC=C1 (diphenylguanidine). Reaction SMILES: [NH3:1].[C:2]1([NH:8][C:9]([NH:11][C:12]2[CH:17]=[CH:16][CH:15]=[CH:14][CH:13]=2)=S)[CH:7]=[CH:6][CH:5]=[CH:4][CH:3]=1.O.O=O>CC([O-])=O.CC([O-])=O.[Cu+2].CO>[C:2]1([NH:8][C:9]([NH:11][C:12]2[CH:17]=[CH:16][CH:15]=[CH:14][CH:13]=2)=[NH:1])[CH:7]=[CH:6][CH:5]=[CH:4][CH:3]=1 |f:4.5.6|. Procedure details: The amount of ammonia is varied in the following examples. 0.2 mol of diphenylthiourea and ammonia together with 75 g of water, 75 g of methanol, and 0.1 mmol of Cu(OAc)2 are reacted with oxygen (1.5 bar). The other experimental conditions and diphenylguanidine yields are shown in Table 3. The reactants are FC=1C=C2C(=C(C(C2=CC1F)=CC1=CC=C(C=C1)SC)C)CC(=O)O (5,6-difluoro-2-methyl-1-(p-methylthiobenzylidene)-indene-3-acetic acid), CO (MeOH), CO (methanol), I(=O)(=O)(=O)[O-].[Na+] (sodium meta periodate). Solvent: CC(=O)C (acetone), CC(=O)C (acetone), O (water), O (water). Run at time 16 hour. Product: FC=1C=C2C(=C(C(C2=CC1F)=CC1=CC=C(C=C1)S(=O)C)C)CC(=O)O (5,6-difluoro-2-methyl-1-(p-methylsulfinylbenzylidene)-3-indenylacetic acid). RXN SMILES: [F:1][C:2]1[CH:3]=[C:4]2[C:8](=[CH:9][C:10]=1[F:11])[C:7](=[CH:12][C:13]1[CH:18]=[CH:17][C:16]([S:19][CH3:20])=[CH:15][CH:14]=1)[C:6]([CH3:21])=[C:5]2[CH2:22][C:23]([OH:25])=[O:24].CO.I([O-])(=O)(=O)=[O:29].[Na+]>CC(C)=O.O>[F:1][C:2]1[CH:3]=[C:4]2[C:8](=[CH:9][C:10]=1[F:11])[C:7](=[CH:12][C:13]1[CH:18]=[CH:17][C:16]([S:19]([CH3:20])=[O:29])=[CH:15][CH:14]=1)[C:6]([CH3:21])=[C:5]2[CH2:22][C:23]([OH:25])=[O:24] |f:2.3|. Procedure details: To a solution of 0.358 g (1.0 mmol) of 5,6-difluoro-2-methyl-1-(p-methylthiobenzylidene)-indene-3-acetic acid in acetone (10 ml) is added 10-15 ml MeOH. With magnetic stirring 0.32 g (1.5 mmol) of sodium meta periodate is added in 5 ml of water. The proportions of acetone, methanol and water are adjusted if necessary in order to preserve homogeneity. After several minutes, a precipitation of sodium iodate appears. The suspension is stirred at room temperature for 16 h, and is then poured into ap...